This data is from the Open Reaction Database (ORD), a public repository of structured organic reaction records. The task is: describe an organic reaction: reactants, conditions, products, and yield Starting materials: C(C)(=O)OCCC1OC2=C(C1)C(=C(C(=C2C)C)OCC2=CC=CC=C2)C (2-(RS)-(2-acetoxyethyl)-2,3-dihydro-5-benzyloxy-4,6,7-trimethylbenzofurane), C(C)O (ethanol). The reagents and catalysts are [Pd] (palladium). Product: C(C)(=O)OCCC1OC2=C(C1)C(C(C=C2C)(C)O)C (2-(RS)-(2-acetoxyethyl)-2,3-dihydro-5-hydroxy-4,5,7-trimethylbenzofurane). Reaction SMILES: [C:1]([O:4][CH2:5][CH2:6][CH:7]1[CH2:11][C:10]2[C:12]([CH3:26])=[C:13]([O:18]CC3C=CC=CC=3)[C:14](C)=[C:15]([CH3:16])[C:9]=2[O:8]1)(=[O:3])[CH3:2].[CH2:27](O)C>[Pd]>[C:1]([O:4][CH2:5][CH2:6][CH:7]1[CH2:11][C:10]2[CH:12]([CH3:26])[C:13]([OH:18])([CH3:27])[CH:14]=[C:15]([CH3:16])[C:9]=2[O:8]1)(=[O:3])[CH3:2]. Procedure: 150 mg palladium on 5% carbon is added to a solution of 1.8 g of 2-(RS)-(2-acetoxyethyl)-2,3-dihydro-5-benzyloxy-4,6,7-trimethylbenzofurane in 25 ml of absolute ethanol. The solution is kept under a hydrogen pressure of 50 psi for one hour at room temperature. After filtration of the catalyzer, on Celite, the solvent is evaporated, leaving 1.3 g of a white solid. m.p. 90°-92° C.; (IR)(KBr) 3389 (νOH), 1738 cm-1 (νCOCH3); 1H-NMR (CDCl3); δ5.1-4.6 (1H,m), 4.2 (2H,t), 3.3-2.7 (2H,m) 2.2 (3H,s), 2.0... Starting materials: C(#N)CCN1C=CC=C1 (N-(2-cyanoethyl)pyrole), NC1=NC(=CC(=N1)C)C (2-amino-4,6-dimethylpyrimidine), ClS(=O)(=O)N=C=O (chlorosulfonyl isocyanate), [Cl-].[Al+3].[Cl-].[Cl-] (aluminum (III) chloride). The solvent is C1CCOC1 (THF), O (H2O), O1CCCC1 (tetrahydrofuran). Conditions: temperature -70 celsius, time 0.5 hour. The product is C(#N)CCN1C(=CC=C1)S(=O)(=O)NC(=O)NC1=NC(=CC(=N1)C)C (1-(2-cyanoethyl)-N-[(4,6-dimethylpyrimidin-2-yl)aminocarbonyl]-1H-pyrrole-2-sulfonamide). The yield is 16.4%. As a reaction SMILES: [NH2:1][C:2]1[N:7]=[C:6]([CH3:8])[CH:5]=[C:4]([CH3:9])[N:3]=1.Cl[S:11]([N:14]=[C:15]=[O:16])(=[O:13])=[O:12].[C:17]([CH2:19][CH2:20][N:21]1[CH:25]=[CH:24][CH:23]=[CH:22]1)#[N:18].[Cl-].[Al+3].[Cl-].[Cl-]>O1CCCC1.O>[C:17]([CH2:19][CH2:20][N:21]1[CH:25]=[CH:24][CH:23]=[C:22]1[S:11]([NH:14][C:15]([NH:1][C:2]1[N:7]=[C:6]([CH3:8])[CH:5]=[C:4]([CH3:9])[N:3]=1)=[O:16])(=[O:13])=[O:12])#[N:18] |f:3.4.5.6|. Reported procedure: To a stirred suspension of 2.59 g (0.021 mole) of 2-amino-4,6-dimethylpyrimidine in 80 ml dry tetrahydrofuran at -70° C. under nitrogen was added dropwise via syringe 2.0 ml (0.023 mole) of chlorosulfonyl isocyanate at such a rate to maintain the temperature of the reaction mixture below -55° C. The resulting solution was stirred 0.5 hour at -70° C., then treated dropwise with a solution of 2.4 ml (0.021 mole) of N-(2-cyanoethyl)pyrole in 10 ml dry THF. A catalytic amount (approximately 0.2 to 0... The reactants are C(C1=CC=CC=C1)(=O)Cl (Benzoyl chloride), C(C1=CC=CC=C1)(=O)Cl (benzoyl chloride), C(C1=CC=CC=C1)(=O)Cl (benzoyl chloride), F[C@]1(C(=O)O[C@@H]([C@H]1O)CO)C (2-Deoxy-2-fluoro-2-C-methyl-D-ribono-1,4-lactone), C(C1=CC=CC=C1)(=O)Cl (Benzoyl chloride), C(C)(=O)OCC.CCCCCCC (ethyl acetate heptane). Solvent: N1=CC=CC=C1 (pyridine). Reaction conditions: temperature 0 celsius, time 4 hour. Yields the product C(C1=CC=CC=C1)(=O)[C@@]1([C@@](C(=O)O[C@@H]1C(O)C(C1=CC=CC=C1)=O)(C)F)O (3,5-di-benzoyl-2-deoxy-2-fluoro-2-C-methyl-D-ribono-1,4-lactone). Yield: 60.0%. Reaction SMILES: [F:1][C@:2]1([CH3:11])[C@H:7]([OH:8])[C@@H:6]([CH2:9][OH:10])[O:5][C:3]1=[O:4].[C:12](Cl)(=[O:19])[C:13]1[CH:18]=[CH:17][CH:16]=[CH:15][CH:14]=1.C([O:24][CH2:25][CH3:26])(=O)C.[CH3:27][CH2:28][CH2:29][CH2:30][CH2:31]CC>N1C=CC=CC=1>[C:12]([C@@:7]1([OH:8])[C@@H:6]([CH:9]([C:25](=[O:24])[C:26]2[CH:31]=[CH:30][CH:29]=[CH:28][CH:27]=2)[OH:10])[O:5][C:3](=[O:4])[C@@:2]1([F:1])[CH3:11])(=[O:19])[C:13]1[CH:18]=[CH:17][CH:16]=[CH:15][CH:14]=1 |f:2.3|. Procedure: 2-Deoxy-2-fluoro-2-C-methyl-D-ribono-1,4-lactone (200 mg, 1.219 mmol) was dissolved in anhydrous pyridine (2.4 ml) and cooled to 0° C. under an atmosphere of argon. Benzoyl chloride (353 μl, 3.05 mmol) was added dropwise over 5 min. The solution was allowed to warm to room temperature and stirred for 4 h. Benzoyl chloride (142 μl, 1.219 mmol) was added dropwise and the mixture was stirred for 16 h after which time a further portion of benzoyl chloride (142 μl, 1.219 mmol) was added. Having stirr... Starting materials: C(C)(C)(C)OC(=O)N1C(CCC1C=CC=1C=C(C=CC1)C)C(=O)N1[C@@H](CCC1)C#N (2-(2-(S)-cyano-pyrrolidine-1-carbonyl)-5-(R/S)-(2-m-tolyl-vinyl)-pyrrolidine-1-carboxylic acid tert-butyl ester), C(C)(C)(C)OC(=O)N1C(CCC1C=CC1=CC=C(C=C1)Cl)C(=O)N1[C@@H](CCC1)C#N (2-(2-(S)-cyano-pyrrolidine-1-carbonyl)-5-(R/S)-(2-p-chlorophenyl-vinyl)-pyrrolidine-1-carboxylic acid tert-butyl ester). Yields the product ClC1=CC=C(C=C1)CCC1CC[C@H](N1)C(=O)N1[C@@H](CCC1)C#N ((2S)-1-{(5R/S)-5-(2-(4-chlorophenyl)ethyl)-L-prolyl}pyrrolidine-2-carbonitrile). Reaction SMILES: C(OC(N1C(C=CC2C=C(C)C=CC=2)CCC1C(N1CCC[C@H]1C#N)=O)=O)(C)(C)C.C(OC([N:38]1[CH:42]([CH:43]=[CH:44][C:45]2[CH:50]=[CH:49][C:48]([Cl:51])=[CH:47][CH:46]=2)[CH2:41][CH2:40][CH:39]1[C:52]([N:54]1[CH2:58][CH2:57][CH2:56][C@H:55]1[C:59]#[N:60])=[O:53])=O)(C)(C)C>>[Cl:51][C:48]1[CH:49]=[CH:50][C:45]([CH2:44][CH2:43][CH:42]2[NH:38][C@H:39]([C:52]([N:54]3[CH2:58][CH2:57][CH2:56][C@H:55]3[C:59]#[N:60])=[O:53])[CH2:40][CH2:41]2)=[CH:46][CH:47]=1. Reported procedure: The title compound was synthesized by substituting 2-(2-(S)-cyano-pyrrolidine-1-carbonyl)-5-(R/S)-(2-m-tolyl-vinyl)-pyrrolidine-1-carboxylic acid tert-butyl ester in Example 36 with 2-(2-(S)-cyano-pyrrolidine-1-carbonyl)-5-(R/S)-(2-p-chlorophenyl-vinyl)-pyrrolidine-1-carboxylic acid tert-butyl ester. 1H NMR (400 MHz, MeOH-d4) δ 1.83 (m, 1H), 1.98 (m, 2H), 2.24 (m, 6H), 2.71 (m, 4H), 3.64 (t, J=6.60 Hz, 2H), 3.73 (m, 1H), 4.59 (t, J=8.29 Hz, 1H), 7.25 (d, J=8.29 Hz, 2H), 7.31 (d, J=8.29 Hz, 2H) p... The reactants are Aqueous solution, COC=1C=C(C=CC1OC)C1C(C(CC(C1)=O)=O)C(=O)OCC (ethyl 2-(3,4-dimethoxyphenyl)-4,6-dioxocyclohexane carboxylate), Cl (hydrochloric acid). Solvent: [OH-].[K+] (potassium hydroxide). Reaction conditions: temperature 50 celsius. Product: COC=1C=C(C=CC1OC)C1CC(CC(C1)=O)=O (5-(3,4-dimethoxyphenyl)cyclohexane-1,3-dione). The yield is 90.7%. Reaction SMILES: [CH3:1][O:2][C:3]1[CH:4]=[C:5]([CH:11]2[CH2:16][C:15](=[O:17])[CH2:14][C:13](=[O:18])[CH:12]2C(OCC)=O)[CH:6]=[CH:7][C:8]=1[O:9][CH3:10].Cl>[OH-].[K+]>[CH3:1][O:2][C:3]1[CH:4]=[C:5]([CH:11]2[CH2:16][C:15](=[O:17])[CH2:14][C:13](=[O:18])[CH2:12]2)[CH:6]=[CH:7][C:8]=1[O:9][CH3:10] |f:2.3|. Procedure: 10% Aqueous solution of potassium hydroxide (760 ml) was added to ethyl 2-(3,4-dimethoxyphenyl)-4,6-dioxocyclohexane carboxylate (122 g), and the mixture was refluxed for 3.5 hours. After cooling the reaction solution on ice, it was adjusted to pH1 with concentrated hydrochloric acid, and stirred at 50° C. for an hour. After allowing the reaction solution to cool, the deposited crystals were filtered by suction and washed with purified water and isopropyl ether to give 85.8 g of 5-(3,4-dimethoxy...